This data is from the Open Reaction Database (ORD), a public repository of structured organic reaction records. The task is: describe an organic reaction: reactants, conditions, products, and yield Starting materials: Cl (hydrochloric acid), C(C1=CC=CC=C1)N1C=C2C3(C1)C1=C(C(C4=C2C=CC=C4)C3)C=CC=C1 (2-benzyl-2,3-dihydro-8H-3a,8-methanodibenzo[3,4:6.7]-cyclohepta[1,2-c]pyrrole), CO (methanol), C(#N)[BH3-].[Na+] (sodium cyanoborohydride). Solvent: C(C)(=O)O (acetic acid). Yields the product C(C1=CC=CC=C1)N1CC2C3(C1)C1=C(C(C4=C2C=CC=C4)C3)C=CC=C1 (2-benzyl-2,3,8,12b-tetrahydro-1H-3a,8-methanodibenzo[3,4:6,7]-cyclohepta[1,2-c]pyrrole). RXN SMILES: [CH2:1]([N:8]1[CH2:12][C:11]23[CH2:22][CH:15]([C:16]4[CH:21]=[CH:20][CH:19]=[CH:18][C:17]=4[C:10]2=[CH:9]1)[C:14]1[CH:23]=[CH:24][CH:25]=[CH:26][C:13]3=1)[C:2]1[CH:7]=[CH:6][CH:5]=[CH:4][CH:3]=1.CO.C([BH3-])#N.[Na+].Cl>C(O)(=O)C>[CH2:1]([N:8]1[CH2:12][C:11]23[CH2:22][CH:15]([C:16]4[CH:21]=[CH:20][CH:19]=[CH:18][C:17]=4[CH:10]2[CH2:9]1)[C:14]1[CH:23]=[CH:24][CH:25]=[CH:26][C:13]3=1)[C:2]1[CH:3]=[CH:4][CH:5]=[CH:6][CH:7]=1 |f:2.3|. Procedure: A mixture of 37.7 g of finely powdered 2-benzyl-2,3-dihydro-8H-3a, 8-methanodibenzo[3,4:6,7]cyclohepta[1,2-c] pyrrole (5e), 300 ml of methanol, and 40 ml of acetic acid is cooled with ice, and 14.8 g of sodium cyanoborohydride is added slowly with stirring. The mixture is stirred at room temperature for 3 hours, cooled, and treated with 50 ml of conc. hydrochloric acid. After stirring at room temperature for 0.5 hour the mixture is made basic and extracted several times with methylene chloride. ... Reactants: CN(CC(=O)O[C@@H](CN1N(C(C(=C1C)C(NC1=CC(=C(C=C1)OC1=CC=NC2=CC(=CC=C12)OC)F)=O)=O)C1=CC=CC=C1)C)C ((R)-1-(4-(4-(7-methoxyquinolin-4-yloxy)-3-fluorophenylcarbamoyl)-2,3-dihydro-5-methyl-3-oxo-2-phenylpyrazol-1-yl)propan-2-yl 2-(dimethylamino)acetate), OS(=O)(=O)O (H2SO4). Product: S(=O)(=O)(O)O.CN(CC(=O)O[C@@H](CN1N(C(C(=C1C)C(NC1=CC(=C(C=C1)OC1=CC=NC2=CC(=CC=C12)OC)F)=O)=O)C1=CC=CC=C1)C)C ((R)-1-(4-(3-fluoro-4-(7-methoxyquinolin-4-yloxy)phenylcarbamoyl)-5-methyl-3-oxo-2-phenyl-2,3-dihydropyrazol-1-yl)propan-2-yl 2-(dimethylamino)acetate sulfate), solid. The yield is 70.0%. As a reaction SMILES: [CH3:1][N:2]([CH3:46])[CH2:3][C:4]([O:6][C@H:7]([CH3:45])[CH2:8][N:9]1[C:13]([CH3:14])=[C:12]([C:15](=[O:37])[NH:16][C:17]2[CH:22]=[CH:21][C:20]([O:23][C:24]3[C:33]4[C:28](=[CH:29][C:30]([O:34][CH3:35])=[CH:31][CH:32]=4)[N:27]=[CH:26][CH:25]=3)=[C:19]([F:36])[CH:18]=2)[C:11](=[O:38])[N:10]1[C:39]1[CH:44]=[CH:43][CH:42]=[CH:41][CH:40]=1)=[O:5].[OH:47][S:48]([OH:51])(=[O:50])=[O:49]>>[S:48]([OH:51])([OH:50])(=[O:49])=[O:47].[CH3:46][N:2]([CH3:1])[CH2:3][C:4]([O:6][C@H:7]([CH3:45])[CH2:8][N:9]1[C:13]([CH3:14])=[C:12]([C:15](=[O:37])[NH:16][C:17]2[CH:22]=[CH:21][C:20]([O:23][C:24]3[C:33]4[C:28](=[CH:29][C:30]([O:34][CH3:35])=[CH:31][CH:32]=4)[N:27]=[CH:26][CH:25]=3)=[C:19]([F:36])[CH:18]=2)[C:11](=[O:38])[N:10]1[C:39]1[CH:40]=[CH:41][CH:42]=[CH:43][CH:44]=1)=[O:5] |f:2.3|. Reported procedure: The title compound was prepared according to the procedure described in Example 54 step 2 by using (R)-1-(4-(4-(7-methoxyquinolin-4-yloxy)-3-fluorophenylcarbamoyl)-2,3-dihydro-5-methyl-3-oxo-2-phenylpyrazol-1-yl)propan-2-yl 2-(dimethylamino)acetate (100 mg, 0.16 mmol) and 0.8 mL of 2N H2SO4. The title compound was obtained as a yellow solid (81.5 mg, 70%). Reactants: IC1=C(N(C(=N1)C1=CC(=CC=C1)C(F)(F)F)C)C(=O)O (5-iodo-3-methyl-2-(3-trifluoromethyl-phenyl)-3H-imidazole-4-carboxylic acid), N1(CC(CCC1)O)C1CCNCC1 ((rac)-[1,4′]bipiperidinyl-3-ol). Yields the product OC1CN(CCC1)C1CCN(CC1)C(=O)C=1N(C(=NC1I)C1=CC(=CC=C1)C(F)(F)F)C ((rac)-(3-Hydroxy-[1,4′]bipiperidinyl-1′-yl)-[5-iodo-3-methyl-2-(3-trifluoromethyl-phenyl)-3H-imidazol-4-yl]-methanone). Reaction SMILES: [I:1][C:2]1[N:6]=[C:5]([C:7]2[CH:12]=[CH:11][CH:10]=[C:9]([C:13]([F:16])([F:15])[F:14])[CH:8]=2)[N:4]([CH3:17])[C:3]=1[C:18](O)=[O:19].[N:21]1([CH:28]2[CH2:33][CH2:32][NH:31][CH2:30][CH2:29]2)[CH2:26][CH2:25][CH2:24][CH:23]([OH:27])[CH2:22]1>>[OH:27][CH:23]1[CH2:24][CH2:25][CH2:26][N:21]([CH:28]2[CH2:33][CH2:32][N:31]([C:18]([C:3]3[N:4]([CH3:17])[C:5]([C:7]4[CH:12]=[CH:11][CH:10]=[C:9]([C:13]([F:14])([F:15])[F:16])[CH:8]=4)=[N:6][C:2]=3[I:1])=[O:19])[CH2:30][CH2:29]2)[CH2:22]1. Procedure details: In analogy to the procedure described for example 2, 5-iodo-3-methyl-2-(3-trifluoromethyl-phenyl)-3H-imidazole-4-carboxylic acid (example 36) was coupled with (rac)-[1,4′]bipiperidinyl-3-ol to give the title compound as off-white solid. MS: 563.2 (MH+).